From a dataset of the Open Reaction Database (ORD), a public repository of structured organic reaction records. describe an organic reaction: reactants, conditions, products, and yield Starting materials: CC(C)(C)[O-], CS(C)=O, COCCN(Cc1ccc(-c2cc3nccc(Cl)c3s2)nc1)C(=O)OC(C)(C)C, [K+], Nc1ccc(O)c(F)c1, O. Yields the product COCCN(Cc1ccc(-c2cc3nccc(Oc4ccc(N)cc4F)c3s2)nc1)C(=O)OC(C)(C)C. RXN SMILES: [CH3:10][C:11]([CH3:12])([O-:13])[CH3:14].[CH3:46][S:47]([CH3:48])=[O:49].[Cl:16][c:17]1[c:18]2[c:19]([n:20][cH:21][cH:22]1)[cH:23][c:24](-[c:26]1[cH:27][cH:28][c:29]([CH2:32][N:33]([C:34]([O:35][C:36]([CH3:37])([CH3:38])[CH3:39])=[O:40])[CH2:41][CH2:42][O:43][CH3:44])[cH:30][n:31]1)[s:25]2.[K+:15].[NH2:1][c:2]1[cH:3][c:4]([F:9])[c:5]([OH:8])[cH:6][cH:7]1.[OH2:45]>>[NH2:1][c:2]1[cH:3][c:4]([F:9])[c:5]([O:8][c:17]2[c:18]3[c:19]([n:20][cH:21][cH:22]2)[cH:23][c:24](-[c:26]2[cH:27][cH:28][c:29]([CH2:32][N:33]([C:34]([O:35][C:36]([CH3:37])([CH3:38])[CH3:39])=[O:40])[CH2:41][CH2:42][O:43][CH3:44])[cH:30][n:31]2)[s:25]3)[cH:6][cH:7]1. The reactants are NC1=C(C(=O)O)C=C(C=C1Cl)Cl (2-amino-3,5-dichlorobenzoic acid), N1C=NC=C1 (imidazole), Cl.NC1C(NC(CC1)=O)=O (3-amino-piperidine-2,6-dione hydrogen chloride), N1C=NC=C1 (imidazole), P(OC1=CC=CC=C1)(OC1=CC=CC=C1)OC1=CC=CC=C1 (triphenyl phosphite), C(C)(=O)Cl (acetyl chloride). Solvent: C(C)#N (acetonitrile). Conditions: time 8 hour. The product is ClC=1C=C2C(N(C(=NC2=C(C1)Cl)C)C1C(NC(CC1)=O)=O)=O (3-(6,8-dichloro-2-methyl-4-oxo-4H-quinazolin-3-yl)-piperidine-2,6-dione). The yield is 57.0%. Reaction SMILES: [NH2:1][C:2]1[C:10]([Cl:11])=[CH:9][C:8]([Cl:12])=[CH:7][C:3]=1[C:4]([OH:6])=O.N1[CH:17]=[CH:16]N=C1.C(Cl)(=O)C.Cl.[NH2:23][CH:24]1[CH2:29][CH2:28][C:27](=[O:30])[NH:26][C:25]1=[O:31].P(OC1C=CC=CC=1)(OC1C=CC=CC=1)OC1C=CC=CC=1>C(#N)C>[Cl:12][C:8]1[CH:7]=[C:3]2[C:2](=[C:10]([Cl:11])[CH:9]=1)[N:1]=[C:16]([CH3:17])[N:23]([CH:24]1[CH2:29][CH2:28][C:27](=[O:30])[NH:26][C:25]1=[O:31])[C:4]2=[O:6] |f:3.4|. Procedure details: To a stirred mixture of 2-amino-3,5-dichlorobenzoic acid (5.0 g, 24 mmol) and imidazole (1.9 g, 28 mmol) in acetonitrile (60 mL), was added acetyl chloride (2.0 mL, 28 mmol) at room temperature. The mixture was stirred at room temperature overnight. To the mixture, was added 3-amino-piperidine-2,6-dione hydrogen chloride (3.9 g, 24 mmol), imidazole (3.5 g, 52 mmol) and triphenyl phosphite (6.8 mL, 26 mmol) and heated to reflux for 22 hours. The suspension was filtered and washed with acetonitril... Starting materials: CCCCCCCCCCCCc1ccc(N=C(C)c2ccccc2)cc1, CCO. Yields the product CCCCCCCCCCCCc1ccc(NC(C)c2ccccc2)cc1. As a reaction SMILES: [CH3:1][C:2]([c:3]1[cH:4][cH:5][cH:6][cH:7][cH:8]1)=[N:9][c:10]1[cH:11][cH:12][c:13]([CH2:16][CH2:17][CH2:18][CH2:19][CH2:20][CH2:21][CH2:22][CH2:23][CH2:24][CH2:25][CH2:26][CH3:27])[cH:14][cH:15]1.[CH3:28][CH2:29][OH:30]>>[CH3:1][CH:2]([c:3]1[cH:4][cH:5][cH:6][cH:7][cH:8]1)[NH:9][c:10]1[cH:11][cH:12][c:13]([CH2:16][CH2:17][CH2:18][CH2:19][CH2:20][CH2:21][CH2:22][CH2:23][CH2:24][CH2:25][CH2:26][CH3:27])[cH:14][cH:15]1.